This data is from the Open Reaction Database (ORD), a public repository of structured organic reaction records. The task is: describe an organic reaction: reactants, conditions, products, and yield Starting materials: COC1(CCOCC1)C#CCO (4-methoxy-4-(3-hydroxyprop-1-ynyl)tetrahydropyran), [H-].[Na+] (sodium hydride), BrCC1=CC2=CC=CC=C2C=C1 (2-(bromomethyl)napthalene). Solvent: C1CCOC1 (THF), CN(C)C=O (DMF). The product is COC1(CCOCC1)C#CCOCC1=CC2=CC=CC=C2C=C1 (4-methoxy-4-[3-((napth-2-yl)methoxy)-prop-1-ynyl]tetrahydropyran). RXN SMILES: [CH3:1][O:2][C:3]1([C:9]#[C:10][CH2:11][OH:12])[CH2:8][CH2:7][O:6][CH2:5][CH2:4]1.[H-].[Na+].Br[CH2:16][C:17]1[CH:26]=[CH:25][C:24]2[C:19](=[CH:20][CH:21]=[CH:22][CH:23]=2)[CH:18]=1>C1COCC1.CN(C=O)C>[CH3:1][O:2][C:3]1([C:9]#[C:10][CH2:11][O:12][CH2:16][C:17]2[CH:26]=[CH:25][C:24]3[C:19](=[CH:20][CH:21]=[CH:22][CH:23]=3)[CH:18]=2)[CH2:8][CH2:7][O:6][CH2:5][CH2:4]1 |f:1.2|. Procedure: 4-methoxy-4-(3-hydroxyprop-1-ynyl)tetrahydropyran (1.2 g, 6.97 mmol) was treated with sodium hydride in THF (18 mL). After gas evolution ceased, a solution of 2-(bromomethyl)napthalene (1.70 g, 7.67 mmol) in dry DMF (9 mL) was added. After 3 hours at ambient temperature the reaction was quenched with saturated aqueous ammonium chloride. The resulting two-phase mixture was extracted with ether (3×100 mL). The combined organic layers were dried (MgSO4), filtered, and concentrated in vacuo. Purific... Procedure: Under N2-atmosphere, 500 mg (1.85 mmol) 1-chloro-4-[2-(pyridin-3-yl)ethyl]phthalazine and 1.25 g (8 mmol) of 4-tert.-butylcyclohexylamine (trans/cis mixture) are heated at 150° C. for 2.5 h. The reaction mixture is diluted with ethyl acetate, water and conc. NH3-solution (=1 ml), then the aqueous layer is separated off and extracted 2× with ethyl acetate. The organic phases are washed twice with water and brine, dried (Na2SO4) and concentrated. Chromatography (SiO2; ethyl acetate to ethyl acetat... Starting materials: ClC1=NN=C(C2=CC=CC=C12)CCC=1C=NC=CC1 (1-chloro-4-[2-(pyridin-3-yl)ethyl]phthalazine), C(C)(C)(C)C1CCC(CC1)N (4-tert.-butylcyclohexylamine). As a reaction SMILES: Cl[C:2]1[C:11]2[C:6](=[CH:7][CH:8]=[CH:9][CH:10]=2)[C:5]([CH2:12][CH2:13][C:14]2[CH:15]=[N:16][CH:17]=[CH:18][CH:19]=2)=[N:4][N:3]=1.[C:20]([CH:24]1[CH2:29][CH2:28][CH:27]([NH2:30])[CH2:26][CH2:25]1)([CH3:23])([CH3:22])[CH3:21]>C(OCC)(=O)C.O.N>[C:20]([C@@H:24]1[CH2:25][CH2:26][C@H:27]([NH:30][C:2]2[C:11]3[C:6](=[CH:7][CH:8]=[CH:9][CH:10]=3)[C:5]([CH2:12][CH2:13][C:14]3[CH:15]=[N:16][CH:17]=[CH:18][CH:19]=3)=[N:4][N:3]=2)[CH2:28][CH2:29]1)([CH3:23])([CH3:21])[CH3:22]. The solvent is C(C)(=O)OCC (ethyl acetate), O (water), N (NH3). The product is C(C)(C)(C)[C@H]1CC[C@H](CC1)NC1=NN=C(C2=CC=CC=C12)CCC=1C=NC=CC1 (Cis 1-(4-tert.-Butylcyclohexylamino)-4-[2-(pyridin-3-yl)ethyl]phthalazine). The reactants are ClC1=CC(=NC(=C1Cl)Cl)C(=O)OC(C)C (propan-2-yl 4,5,6-trichloropicolinate), ClC1=C(C(=C(C=C1)B1OCCCO1)F)OC (2-(4-chloro-2-fluoro-3-methoxyphenyl)-1,3,2-dioxaborinane), [F-].[Cs+] (CsF), N#N (N2), N#N (N2). Reagents/catalysts: Cl[Pd]([P](C1=CC=CC=C1)(C2=CC=CC=C2)C3=CC=CC=C3)([P](C4=CC=CC=C4)(C5=CC=CC=C5)C6=CC=CC=C6)Cl (Pd(PPh3)2Cl2). Solvent: O (water), C(C)#N (Acetonitrile). Product: ClC1=CC(=NC(=C1Cl)C1=C(C(=C(C=C1)Cl)OC)F)C(=O)OC(C)C (Propan-2-yl 4,5-dichloro-6-(4-chloro-2-fluoro-3-methoxyphenyl)-picolinate). As a reaction SMILES: [Cl:1][C:2]1[C:7]([Cl:8])=[C:6](Cl)[N:5]=[C:4]([C:10]([O:12][CH:13]([CH3:15])[CH3:14])=[O:11])[CH:3]=1.[Cl:16][C:17]1[CH:22]=[CH:21][C:20](B2OCCCO2)=[C:19]([F:29])[C:18]=1[O:30][CH3:31].[F-].[Cs+].N#N>Cl[Pd](Cl)([P](C1C=CC=CC=1)(C1C=CC=CC=1)C1C=CC=CC=1)[P](C1C=CC=CC=1)(C1C=CC=CC=1)C1C=CC=CC=1.O.C(#N)C>[Cl:1][C:2]1[C:7]([Cl:8])=[C:6]([C:20]2[CH:21]=[CH:22][C:17]([Cl:16])=[C:18]([O:30][CH3:31])[C:19]=2[F:29])[N:5]=[C:4]([C:10]([O:12][CH:13]([CH3:15])[CH3:14])=[O:11])[CH:3]=1 |f:2.3,^1:38,57|. Reported procedure: A 100 mL Schlenk flask was charged with propan-2-yl 4,5,6-trichloropicolinate (10.46 g, 39.0 mmol), 2-(4-chloro-2-fluoro-3-methoxyphenyl)-1,3,2-dioxaborinane (13.27 g, 54.3 mmol) and CsF (11.76 g, 77.0 mmol). Acetonitrile (75 mL) and water (25 mL) were added. The reaction mixture was evacuated/backfilled with N2 (5×). Solid Pd(PPh3)2Cl2 (1.331 g, 1.896 mmol) was added. The solution was evacuated/backfilled with N2 (5×) and then stirred at reflux for 2 h. A white solid precipitated upon cooling t... Starting materials: NC=1C(=NN(C1C(=O)N)CC)CCC (4-amino-1-ethyl-3-n-propyl-pyrazole-5-carboxamide), C(C)OC1=C(C(=O)Cl)C=CC=C1 (2-ethoxybenzoyl chloride). The product is C(C)OC1=C(C(=O)NC=2C(=NN(C2C(=O)N)CC)CCC)C=CC=C1 (4-(2-Ethoxybenzamido)-1-ethyl-3-n-propylpyrazole-5-carboxamide), solid. Isolated yield 73.0%. Reaction SMILES: [NH2:1][C:2]1[C:3]([CH2:12][CH2:13][CH3:14])=[N:4][N:5]([CH2:10][CH3:11])[C:6]=1[C:7]([NH2:9])=[O:8].[CH2:15]([O:17][C:18]1[CH:26]=[CH:25][CH:24]=[CH:23][C:19]=1[C:20](Cl)=[O:21])[CH3:16]>>[CH2:15]([O:17][C:18]1[CH:26]=[CH:25][CH:24]=[CH:23][C:19]=1[C:20]([NH:1][C:2]1[C:3]([CH2:12][CH2:13][CH3:14])=[N:4][N:5]([CH2:10][CH3:11])[C:6]=1[C:7]([NH2:9])=[O:8])=[O:21])[CH3:16]. Procedure: The title amide was prepared from 4-amino-1-ethyl-3-n-propyl-pyrazole-5-carboxamide and 2-ethoxybenzoyl chloride, following the procedure described in Example 6, and was obtained as a colourless solid (73%), m.p. 139°-141° C. Found: C,63.03; H,7.15; N,16.50. C18H24N4O3 requires C,62.77; H,7.02; N,16.27%. Starting materials: COCCBr, C1CCOC1, [H-], [Na+], O, CC(C)(CO)c1cc(NC(=O)C(C)(C)S(=O)(=O)CCC(F)(F)F)on1. The product is COCCOCC(C)(C)c1cc(NC(=O)C(C)(C)S(=O)(=O)CCC(F)(F)F)on1. As a reaction SMILES: [Br:28][CH2:29][CH2:30][O:31][CH3:32].[CH2:33]1[O:34][CH2:35][CH2:36][CH2:37]1.[H-:2].[Na+:1].[OH2:38].[OH:3][CH2:4][C:5]([CH3:6])([CH3:7])[c:8]1[n:9][o:10][c:11]([NH:13][C:14]([C:15]([CH3:16])([S:17](=[O:18])(=[O:19])[CH2:20][CH2:21][C:22]([F:23])([F:24])[F:25])[CH3:26])=[O:27])[cH:12]1>>[O:3]([CH2:4][C:5]([CH3:6])([CH3:7])[c:8]1[n:9][o:10][c:11]([NH:13][C:14]([C:15]([CH3:16])([S:17](=[O:18])(=[O:19])[CH2:20][CH2:21][C:22]([F:23])([F:24])[F:25])[CH3:26])=[O:27])[cH:12]1)[CH2:29][CH2:30][O:31][CH3:32]. Starting materials: O1C(CCCC1)OC=1C=C(C=CC1)C12OCC(CC1)(CC2)CC#N (2-(1-(3-(tetrahydro-2H-pyran-2-yloxy)phenyl)-2-oxabicyclo[2.2.2]octan-4-yl)acetonitrile), [OH-].[K+] (KOH), C(CO)O (ethylene glycol). Reaction conditions: temperature 165 celsius, time 18 hour. Product: OC=1C=C(C=CC1)C12OCC(CC1)(CC2)CC(=O)O (2-(1-(3-Hydroxyphenyl)-2-oxabicyclo[2.2.2]octan-4-yl)acetic acid). The yield is 99.0%. As a reaction SMILES: O1CCCCC1[O:7][C:8]1[CH:9]=[C:10]([C:14]23[CH2:21][CH2:20][C:17](CC#N)([CH2:18][CH2:19]2)[CH2:16][O:15]3)[CH:11]=[CH:12][CH:13]=1.[OH-:25].[K+].[CH2:27]([OH:30])[CH2:28]O>>[OH:7][C:8]1[CH:9]=[C:10]([C:14]23[CH2:21][CH2:20][C:17]([CH2:28][C:27]([OH:30])=[O:25])([CH2:18][CH2:19]2)[CH2:16][O:15]3)[CH:11]=[CH:12][CH:13]=1 |f:1.2|. Procedure details: A mixture of 4-(iodomethyl)-1-(3-(tetrahydro-2H-pyran-2-yloxy)phenyl)-2-oxabicyclo[2.2.2]octane (1.5 g, 3.50 mmol) and NaCN (0.687 g, 14.01 mmol) in DMF (8 mL) was stirred at 80° C. for 18 h. The reaction was diluted with EtOAc (10 mL), washed with water (3×10 mL). The organic layer was dried over MgSO4, filtered, and concentrated in vacuo to give 2-(1-(3-(tetrahydro-2H-pyran-2-yloxy)phenyl)-2-oxabicyclo[2.2.2]octan-4-yl)acetonitrile (1.15 g, 3.50 mmol, 100% yield) as light brown oil. The above ... Reactants: C(#N)NC(SC)=NCCSCC=1SC=CN1 (N-cyano-N'-[2-(2-thiazolylmethylthio)ethyl]-S-methylisothiourea), NCCSCC=1SC=CN1 (2-[(2-aminoethyl)thiomethyl]thiazole), C(C)N (ethylamine). The product is C(#N)NC(=NCCSCC=1SC=CN1)NCC (N-cyano-N'-ethyl-N"-[2-(2-thiazolylmethylthio)ethyl]guanidine). Reaction SMILES: [C:1]([NH:3][C:4](=[N:7][CH2:8][CH2:9][S:10][CH2:11][C:12]1[S:13][CH:14]=[CH:15][N:16]=1)SC)#[N:2].[NH2:17][CH2:18][CH2:19]SCC1SC=CN=1.C(N)C>>[C:1]([NH:3][C:4]([NH:17][CH2:18][CH3:19])=[N:7][CH2:8][CH2:9][S:10][CH2:11][C:12]1[S:13][CH:14]=[CH:15][N:16]=1)#[N:2]. Procedure details: Reaction of N-cyano-N'-[2-(2-thiazolylmethylthio)ethyl]-S-methylisothiourea, prepared from 2-[(2-aminoethyl)thiomethyl]thiazole by the procedure of Example 3(c)(i), with ethylamine by the procedure of Example 4 gives N-cyano-N'-ethyl-N"-[2-(2-thiazolylmethylthio)ethyl]guanidine.